From a dataset of the Open Reaction Database (ORD), a public repository of structured organic reaction records. describe an organic reaction: reactants, conditions, products, and yield The reactants are BrC1=CC=C2C(=CN=C(C2=C1)Cl)Cl (7-Bromo-1,4-dichloroisoquinoline), BrC1=CC=C(C=CC(=O)O)C=C1 (4-bromocinnamic acid). Solvent: O=S(Cl)Cl (SOCl2). Product: BrC1=CC=C(C=CC(=O)Cl)C=C1 (4-bromocinnamoyl chloride). As a reaction SMILES: BrC1C=C2C(C(Cl)=CN=C2[Cl:12])=CC=1.[Br:14][C:15]1[CH:25]=[CH:24][C:18]([CH:19]=[CH:20][C:21](O)=[O:22])=[CH:17][CH:16]=1>O=S(Cl)Cl>[Br:14][C:15]1[CH:25]=[CH:24][C:18]([CH:19]=[CH:20][C:21]([Cl:12])=[O:22])=[CH:17][CH:16]=1. Reported procedure: 7-Bromo-1,4-dichloroisoquinoline ##STR100## A solution of 4-bromocinnamic acid (5.03 g, 22.2 mmol) in SOCl2 (15 mL) was stirred at 23° C. for 16 h, and then heated at reflux for a further 2 h. The solvents were evaporated in vacuo and the residue azeotroped with PhMe (×3) to yield 4-bromocinnamoyl chloride (22 mmol) as an orange-brown solid. Starting materials: [H-].[Na+] (sodium hydride), CC=1C=C(C(=O)C2=CNC3=CC=CC=C3C2=O)C=CC1C (3-(3,4-Dimethyl-benzoyl)-1H-quinolin-4-one), Br.BrCC=1C=NC=CC1 (3-bromomethylpyridine hydrobromide). Run in CN(C=O)C (dimethylformamide). Yields the product CC=1C=C(C(=O)C2CN(C3=CC=CC=C3C2=O)CC=2C=NC=CC2)C=CC1C (3-(3,4-Dimethyl-benzoyl)-1-pyridin-3-ylmethyl-2,3-dihydro-1H-quinolin-4-one). Isolated yield 25.3%. RXN SMILES: [H-].[Na+].[CH3:3][C:4]1[CH:5]=[C:6]([CH:20]=[CH:21][C:22]=1[CH3:23])[C:7]([C:9]1[C:18](=[O:19])[C:17]2[C:12](=[CH:13][CH:14]=[CH:15][CH:16]=2)[NH:11][CH:10]=1)=[O:8].Br.Br[CH2:26][C:27]1[CH:28]=[N:29][CH:30]=[CH:31][CH:32]=1>CN(C)C=O>[CH3:3][C:4]1[CH:5]=[C:6]([CH:20]=[CH:21][C:22]=1[CH3:23])[C:7]([CH:9]1[C:18](=[O:19])[C:17]2[C:12](=[CH:13][CH:14]=[CH:15][CH:16]=2)[N:11]([CH2:26][C:27]2[CH:28]=[N:29][CH:30]=[CH:31][CH:32]=2)[CH2:10]1)=[O:8] |f:0.1,3.4|. Procedure details: Compound 4o was prepared following the procedure outlined in Step 3 of Example 1 using 32 mg (0.8 mmol) of sodium hydride (60%), 86 mg (0.31 mmol) of 3-(3,4-dimethyl-benzoyl)-2,3-dihydro-1H-quinolin-4-one 3a, 3 mL of anhydrous dimethylformamide, and 101.2 mg (0.40 mmol) of 3-bromomethylpyridine hydrobromide. The crude product was purified by flash chromatography to yield 29 mg of pale yellow solid 4o: LC-MSD, m/z for C24H20N2O2, [M+H]+=369.4, [M+2H]+=370.4; Reverse phase HPLC (gradient acetonitr...